Task: describe an organic reaction: reactants, conditions, products, and yield. Dataset: the Open Reaction Database (ORD), a public repository of structured organic reaction records Starting materials: C1(=CC=CC=C1)COC(=O)N1NC(CC1)C(=O)O (1-{[(phenylmethyl)oxy]carbonyl}-3-pyrazolidinecarboxylic acid), CCN(C(C)C)C(C)C (DIPEA), C(=O)N(OCC1=CC=CC=C1)C[C@H](C(=O)F)CCCC ((2R)-2-({formyl[(phenylmethyl)oxy]amino}methyl)hexanoyl fluoride). Run in CN(C)C=O (DMF), CN(C)C=O (DMF), C(C)(=O)OCC (ethyl acetate). Reaction conditions: time 8 hour. The product is C(=O)N(OCC1=CC=CC=C1)C[C@H](C(=O)N1N(CC[C@H]1C(=O)O)C(=O)OCC1=CC=CC=C1)CCCC ((3S)-2-[(2R)-2-({Formyl[(phenylmethyl)oxy]amino}methyl)hexanoyl]-1-{[(phenylmethyl)oxy]carbonyl}-3-pyrazolidinecarboxylic acid). Yield: 15.4%. RXN SMILES: [C:1]1([CH2:7][O:8][C:9]([N:11]2[CH2:15][CH2:14][CH:13]([C:16]([OH:18])=[O:17])[NH:12]2)=[O:10])[CH:6]=[CH:5][CH:4]=[CH:3][CH:2]=1.CCN(C(C)C)C(C)C.[CH:28]([N:30]([CH2:39][C@@H:40]([CH2:44][CH2:45][CH2:46][CH3:47])[C:41](F)=[O:42])[O:31][CH2:32][C:33]1[CH:38]=[CH:37][CH:36]=[CH:35][CH:34]=1)=[O:29]>CN(C=O)C.C(OCC)(=O)C>[CH:28]([N:30]([CH2:39][C@@H:40]([CH2:44][CH2:45][CH2:46][CH3:47])[C:41]([N:12]1[C@H:13]([C:16]([OH:18])=[O:17])[CH2:14][CH2:15][N:11]1[C:9]([O:8][CH2:7][C:1]1[CH:6]=[CH:5][CH:4]=[CH:3][CH:2]=1)=[O:10])=[O:42])[O:31][CH2:32][C:33]1[CH:34]=[CH:35][CH:36]=[CH:37][CH:38]=1)=[O:29]. Procedure details: To a solution of 1-{[(phenylmethyl)oxy]carbonyl}-3-pyrazolidinecarboxylic acid 91.52 g, 6.1 mmol) and DIPEA (3.15 g, 24.4 mmol) in DMF (8 mL) was added (2R)-2-({formyl[(phenylmethyl)oxy]amino}methyl)hexanoyl fluoride (10) (1.7 g, 6.1 mmol) in DMF. The reaction mixture was stirred at rt overnight and LC/MS indicated completion of the reaction. The mixture was diluted with ethyl acetate (20 mL), and washed with 5% aqueous citric acid, brine, dried over Na2SO4, and concentrated. The residue was pur... Reported procedure: With 300 mg of 5-chloro-3-(2-methoxyphenyl)-3-[2-oxo-2-(4-pyridin-4-yl piperazin-1-yl)ethyl]-1,3-dihydro-2H-indol-2-one, which is the compound described in Example 1A of the brochure Publication No. WO03/008407, and 201 mg of 4-methoxy-2-(trifluoromethoxy)benzene sulfonyl chloride as starting materials, 382 mg of a free form of the title compound (pale yellow amorphous) was obtained by a similar method to Example 2. To a solution of 360 mg of the obtained free form in CHCl3 (10 ml) was added a s... Reaction SMILES: [Cl:1][C:2]1[CH:3]=[C:4]2[C:8](=[CH:9][CH:10]=1)[NH:7][C:6](=[O:11])[C:5]2([C:27]1[CH:32]=[CH:31][CH:30]=[CH:29][C:28]=1[O:33][CH3:34])[CH2:12][C:13](=[O:26])[N:14]1[CH2:19][CH2:18][N:17]([C:20]2[CH:25]=[CH:24][N:23]=[CH:22][CH:21]=2)[CH2:16][CH2:15]1.[CH3:35][O:36][C:37]1[CH:42]=[CH:41][C:40]([S:43](Cl)(=[O:45])=[O:44])=[C:39]([O:47][C:48]([F:51])([F:50])[F:49])[CH:38]=1>>[ClH:1].[Cl:1][C:2]1[CH:3]=[C:4]2[C:8](=[CH:9][CH:10]=1)[N:7]([S:43]([C:40]1[CH:41]=[CH:42][C:37]([O:36][CH3:35])=[CH:38][C:39]=1[O:47][C:48]([F:49])([F:50])[F:51])(=[O:45])=[O:44])[C:6](=[O:11])[C:5]2([C:27]1[CH:32]=[CH:31][CH:30]=[CH:29][C:28]=1[O:33][CH3:34])[CH2:12][C:13](=[O:26])[N:14]1[CH2:19][CH2:18][N:17]([C:20]2[CH:21]=[CH:22][N:23]=[CH:24][CH:25]=2)[CH2:16][CH2:15]1 |f:2.3|. Product: Cl.ClC=1C=C2C(C(N(C2=CC1)S(=O)(=O)C1=C(C=C(C=C1)OC)OC(F)(F)F)=O)(CC(N1CCN(CC1)C1=CC=NC=C1)=O)C1=C(C=CC=C1)OC (5-chloro-3-(2-methoxyphenyl)-1-{[4-methoxy-2-(trifluoromethoxy)phenyl]sulfonyl}-3-[2-oxo-2-(4-pyridin-4-yl piperazin-1-yl)ethyl]-1,3-dihydro-2H-indol-2-one hydrochloride). Reactants: ClC=1C=C2C(C(NC2=CC1)=O)(CC(N1CCN(CC1)C1=CC=NC=C1)=O)C1=C(C=CC=C1)OC (5-chloro-3-(2-methoxyphenyl)-3-[2-oxo-2-(4-pyridin-4-yl piperazin-1-yl)ethyl]-1,3-dihydro-2H-indol-2-one), COC1=CC(=C(C=C1)S(=O)(=O)Cl)OC(F)(F)F (4-methoxy-2-(trifluoromethoxy)benzene sulfonyl chloride). Starting materials: OCCOC1=C(C=CC(=C1)OC)[C@H]1[C@@H]([C@H](C2=CC=C(C=C12)OCCC)C1=CC2=C(C=C1)OCO2)C(=O)O ((1S, 2R, 3S)-3-[2-(2-Hydroxyeth-1-yloxy)-4-methoxyphenyl)-1-(3,4-methylendioxyphenyl)-5-propoxyindane-2-carboxylic acid), [OH-].[Li+] (lithium hydroxide), CCOC(=O)C.CCCCCC (EtOAc Hexane). Product: COC(=O)[C@@H]1[C@H](C2=CC=C(C=C2[C@H]1C1=C(C=C(C=C1)OC)OCCO)OCCC)C1=CC2=C(C=C1)OCO2 (Methyl-(1S,2R,3S)-3-[2-(2-hydroxyeth-1-yloxy)4-methoxyphenyl]-1-(3,4-methylenedioxyphenyl)-5-propoxyindane-2-carboxylate). Reaction SMILES: [OH:1][CH2:2][CH2:3][O:4][C:5]1[CH:10]=[C:9]([O:11][CH3:12])[CH:8]=[CH:7][C:6]=1[C@@H:13]1[C:21]2[C:16](=[CH:17][CH:18]=[C:19]([O:22][CH2:23][CH2:24][CH3:25])[CH:20]=2)[C@H:15]([C:26]2[CH:31]=[CH:30][C:29]3[O:32][CH2:33][O:34][C:28]=3[CH:27]=2)[C@H:14]1[C:35]([OH:37])=[O:36].[OH-].[Li+].[CH3:40]COC(C)=O.CCCCCC>>[CH3:40][O:36][C:35]([C@H:14]1[C@H:13]([C:6]2[CH:7]=[CH:8][C:9]([O:11][CH3:12])=[CH:10][C:5]=2[O:4][CH2:3][CH2:2][OH:1])[C:21]2[C:16](=[CH:17][CH:18]=[C:19]([O:22][CH2:23][CH2:24][CH3:25])[CH:20]=2)[C@@H:15]1[C:26]1[CH:31]=[CH:30][C:29]2[O:32][CH2:33][O:34][C:28]=2[CH:27]=1)=[O:37] |f:1.2,3.4|. Reported procedure: This intermediate was isolated by flash column chromatography (SiO2, EtOAc/Hexane=30/70) of a sample of the crude reaction mixture from the preparation of (1S, 2R, 3S)-3-[2-(2-Hydroxyeth-1-yloxy)-4-methoxyphenyl)-1-(3,4-methylendioxyphenyl)-5-propoxyindane-2-carboxylic acid described above prior to the saponification with lithium hydroxide. The reactants are raw material, C=CC=C (butadiene), O=O (oxygen), polyester, O1CCCC1 (tetrahydrofuran), C(C)(=O)O (acetic acid). Product: C(C)(=O)OC=CCCOC(C)=O (1,4-diacetoxybutene). RXN SMILES: [O:1]1[CH2:5][CH2:4][CH2:3][CH2:2]1.C=C[CH:8]=[CH2:9].[O:10]=O.[C:12]([OH:15])(=[O:14])[CH3:13]>>[C:8]([O:1][CH:5]=[CH:4][CH2:3][CH2:2][O:14][C:12](=[O:15])[CH3:13])(=[O:10])[CH3:9]. Reported procedure: 1,4-BG is useful as a raw material for e.g. polyester or tetrahydrofuran. Some methods for producing 1,4-BG are known, and one of which comprises acetoxylating butadiene with acetic acid and oxygen to form 1,4-diacetoxybutene, hydrogenating the 1,4-diacetoxybutene to form 1,4-diacetoxybutane and then hydrolyzing the 1,4-diacetoxybutane to obtain 1,4-BG. A purified 1,4-BG is recovered from the hydrolysis product by multi-step distillations. One of which comprises supplying the hydrolysis product ... The reactants are ClCCCBr, CC(C)=O, [K+], [K+], O=C([O-])[O-], Oc1ccccc1. Yields the product ClCCCOc1ccccc1. As a reaction SMILES: [Br:14][CH2:15][CH2:16][CH2:17][Cl:18].[CH3:19][C:20](=[O:21])[CH3:22].[K+:1].[K+:2].[O-:3][C:4]([O-:5])=[O:6].[OH:7][c:8]1[cH:9][cH:10][cH:11][cH:12][cH:13]1>>[O:7]([c:8]1[cH:9][cH:10][cH:11][cH:12][cH:13]1)[CH2:15][CH2:16][CH2:17][Cl:18]. Reactants: [N+](=O)([O-])C1=CC2=C(N=CS2)C=C1 (6-nitrobenzothiazole), NN (hydrazine). Product: NC1=C(C=C(C=C1)[N+](=O)[O-])S (2-amino-5-nitro-benzenethiol). As a reaction SMILES: [N+:1]([C:4]1[CH:12]=[CH:11][C:7]2[N:8]=C[S:10][C:6]=2[CH:5]=1)([O-:3])=[O:2].NN>>[NH2:8][C:7]1[CH:11]=[CH:12][C:4]([N+:1]([O-:3])=[O:2])=[CH:5][C:6]=1[SH:10]. Procedure: Commercially available 6-nitrobenzothiazole can be treated with hydrazine to obtain the 2-amino-5-nitro-benzenethiol, which can subsequently be reacted with chloroacetoacetate to give the (7-nitro-4H-benzo[1,4]thiazin-3-yl)-acetic acid ethyl ester. Reduction of the nitro group to the amino group can be accomplished by reaction with tin(II) chloride. Subsequent reaction with methansulfonyl chloride can be used to obtain the corresponding sulfonamide. Protection of both nitrogens with a suitable p... Starting materials: ClCCl (dichloromethane), BrC1=CC(=NC2=C(C=CC=C12)F)C(=O)N[C@@H]1[C@H](CCCC1)O (4-bromo-8-fluoro-N-[(1S,2S)-2-hydroxycyclohexyl]quinoline-2-carboxamide), C(=C)[B-](F)(F)F.[K+] (potassium vinyltrifluoroborate), C([O-])([O-])=O.[Cs+].[Cs+] (cesium carbonate). Reagents/catalysts: C1=CC=C(C=C1)P([C-]2C=CC=C2)C3=CC=CC=C3.C1=CC=C(C=C1)P([C-]2C=CC=C2)C3=CC=CC=C3.Cl[Pd]Cl.[Fe+2] ([1,1′-bis(diphenylphosphino)-ferrocene]dichloro palladium(II)). The solvent is C(C)(=O)OCC (ethyl acetate), O (H2O), C1CCOC1 (THF). Reaction conditions: temperature 100 celsius. Yields the product C(=C)C1=CC(=NC2=C(C=CC=C12)F)C(=O)N[C@@H]1[C@H](CCCC1)O (4-ethenyl-8-fluoro-N-[(1S,2S)-2-hydroxycyclohexyl]quinoline-2-carboxamide). As a reaction SMILES: Br[C:2]1[C:11]2[C:6](=[C:7]([F:12])[CH:8]=[CH:9][CH:10]=2)[N:5]=[C:4]([C:13]([NH:15][C@H:16]2[CH2:21][CH2:20][CH2:19][CH2:18][C@@H:17]2[OH:22])=[O:14])[CH:3]=1.[CH:23]([B-](F)(F)F)=[CH2:24].[K+].C(=O)([O-])[O-].[Cs+].[Cs+].ClCCl>C(OCC)(=O)C.C1C=CC(P(C2C=CC=CC=2)[C-]2C=CC=C2)=CC=1.C1C=CC(P(C2C=CC=CC=2)[C-]2C=CC=C2)=CC=1.Cl[Pd]Cl.[Fe+2].O.C1COCC1>[CH:23]([C:2]1[C:11]2[C:6](=[C:7]([F:12])[CH:8]=[CH:9][CH:10]=2)[N:5]=[C:4]([C:13]([NH:15][C@H:16]2[CH2:21][CH2:20][CH2:19][CH2:18][C@@H:17]2[OH:22])=[O:14])[CH:3]=1)=[CH2:24] |f:1.2,3.4.5,8.9.10.11|. Procedure: To a solution of 4-bromo-8-fluoro-N-[(1S,2S)-2-hydroxycyclohexyl]quinoline-2-carboxamide (C7) (1.88 g, 5.12 mmol) in 10:1 THF:H2O (22 mL) was added potassium vinyltrifluoroborate (2.06 g, 15.4 mmol) and cesium carbonate (3.34 g, 10.2 mmol). The reaction was placed under N2(g), and [1,1′-bis(diphenylphosphino)-ferrocene]dichloro palladium(II), complex with dichloromethane (0.100 g, 0.122 mmol) was added. The mixture was heated to 100° C. for 3 h, then cooled to RT and diluted with ethyl acetate. ...